Task: describe an organic reaction: reactants, conditions, products, and yield. Dataset: the Open Reaction Database (ORD), a public repository of structured organic reaction records Procedure: A mixture of p-menth-3-oyl chloride (2 g.) and glycerol (20 ml.) was heated at 100° for 4 hours. The mixture was then poured into water (600 ml.) and extracted 3 times with ether. The extracts were dried (MgSO4) and the solvent removed under reduced pressure to leave 1,2-bis-(p-menth-3-oyl)glycerol as a colourless oil (1.2 g.). Starting materials: C1(CC(C(CC1)C(C)C)C(=O)Cl)C (p-menth-3-oyl chloride), OCC(O)CO (glycerol). As a reaction SMILES: [CH:1]1([CH3:13])[CH2:6][CH2:5][CH:4]([CH:7]([CH3:9])[CH3:8])[CH:3]([C:10](Cl)=[O:11])[CH2:2]1.[OH:14][CH2:15][CH:16]([CH2:18][OH:19])[OH:17]>O>[CH:1]1([CH3:13])[CH2:6][CH2:5][CH:4]([CH:7]([CH3:9])[CH3:8])[CH:3]([C:10]([O:14][CH2:15][CH:16]([CH2:18][OH:19])[O:17][C:10]([CH:3]2[CH:4]([CH:7]([CH3:9])[CH3:8])[CH2:5][CH2:6][CH:1]([CH3:13])[CH2:2]2)=[O:11])=[O:11])[CH2:2]1. The solvent is O (water). The product is C1(CC(C(CC1)C(C)C)C(=O)OCC(OC(=O)C1CC(CCC1C(C)C)C)CO)C (1,2-bis-(p-menth-3-oyl)glycerol). Starting materials: ClCc1ccccc1, Nc1ccc(F)c(O)c1, CN(C)C=O, O. Product: Nc1ccc(F)c(OCc2ccccc2)c1. RXN SMILES: [Cl:10][CH2:11][c:12]1[cH:13][cH:14][cH:15][cH:16][cH:17]1.[F:1][c:2]1[c:3]([OH:9])[cH:4][c:5]([NH2:6])[cH:7][cH:8]1.[O:19]=[CH:20][N:21]([CH3:22])[CH3:23].[OH2:18]>>[F:1][c:2]1[c:3]([O:9][CH2:11][c:12]2[cH:13][cH:14][cH:15][cH:16][cH:17]2)[cH:4][c:5]([NH2:6])[cH:7][cH:8]1. The reactants are ClC1=NC=CC=2C(=CC=CC12)S(=O)(=O)O (1-chloro-5-isoquinolinesulphonic acid), CN(C)C=O (DMF), S(=O)(Cl)Cl (thionyl chloride). Product: ClC1=NC=CC2=C(C=CC=C12)S(=O)(=O)Cl (1-chloro-5-chlorosulphonylisoquinoline). Reaction SMILES: [Cl:1][C:2]1[C:11]2[CH:10]=[CH:9][CH:8]=[C:7]([S:12]([OH:15])(=O)=[O:13])[C:6]=2[CH:5]=[CH:4][N:3]=1.CN(C=O)C.S(Cl)([Cl:23])=O>>[Cl:1][C:2]1[C:11]2[C:6](=[C:7]([S:12]([Cl:23])(=[O:15])=[O:13])[CH:8]=[CH:9][CH:10]=2)[CH:5]=[CH:4][N:3]=1. Reported procedure: A suspension of 1-chloro-5-isoquinolinesulphonic acid (1.14 g, 4.68 mmol) in thionyl chloride (13 mL) and DMF (0.3 mL, 3.9 mmol) was heated to reflux for 3 h. Concentration in vacuo and azeotroping with toluene gave 1-chloro-5-chlorosulphonylisoquinoline as an off-white solid which was used immediately.